Dataset: the Open Reaction Database (ORD), a public repository of structured organic reaction records. Task: describe an organic reaction: reactants, conditions, products, and yield The reactants are FC1=C(C(=O)NC=2C=NC(=CC2)OC2=CC=C(C=C2)NC)C=CC(=C1F)F (2,3,4-trifluoro-N-{6-[4-(methylamino)phenoxy]pyridin-3-yl}benzamide), Cl (HCl), resultant mixture. Solvent: CCO (EtOH). The product is Cl.FC1=C(C(=O)NC=2C=NC(=CC2)OC2=CC=C(C=C2)NC)C=CC(=C1F)F (2,3,4-trifluoro-N-{6-[4-(methylamino)phenoxy]pyridin-3-yl}benzamide hydrochloride). As a reaction SMILES: [F:1][C:2]1[C:25]([F:26])=[C:24]([F:27])[CH:23]=[CH:22][C:3]=1[C:4]([NH:6][C:7]1[CH:8]=[N:9][C:10]([O:13][C:14]2[CH:19]=[CH:18][C:17]([NH:20][CH3:21])=[CH:16][CH:15]=2)=[CH:11][CH:12]=1)=[O:5].[ClH:28]>CCO>[ClH:28].[F:1][C:2]1[C:25]([F:26])=[C:24]([F:27])[CH:23]=[CH:22][C:3]=1[C:4]([NH:6][C:7]1[CH:8]=[N:9][C:10]([O:13][C:14]2[CH:15]=[CH:16][C:17]([NH:20][CH3:21])=[CH:18][CH:19]=2)=[CH:11][CH:12]=1)=[O:5] |f:3.4|. Procedure details: To an EtOH (10 mL) solution of 2,3,4-trifluoro-N-{6-[4-(methylamino)phenoxy]pyridin-3-yl}benzamide (0.55 g) was added 6 M HCl (0.27 mL) at room temperature. The resultant mixture was stirred at room temperature. The resulting precipitate was collected by filtration to give the title compound as a white powder (0.35 g). Starting materials: OC1(CCC2(OCC(CO2)(C)C)CC1)CC=O ((9-hydroxy-3,3-dimethyl-1,5-dioxa-spiro[5.5]undec-9-yl)-acetaldehyde), BrC1=CC=C(C=C1)C1(CC1)N (1-(4-bromo-phenyl)-cyclopropylamine), Intermediate 2. Yields the product BrC1=CC=C(C=C1)C1(CC1)NCCC1(CCC2(OCC(CO2)(C)C)CC1)O (9-{2-[1-(4-Bromo-phenyl)-cyclopropylamino]-ethyl}-3,3-dimethyl-1,5-dioxa-spiro[5.5]undecan-9-ol). Isolated yield 42.0%. RXN SMILES: [OH:1][C:2]1([CH2:15][CH:16]=O)[CH2:14][CH2:13][C:5]2([O:10][CH2:9][C:8]([CH3:12])([CH3:11])[CH2:7][O:6]2)[CH2:4][CH2:3]1.[Br:18][C:19]1[CH:24]=[CH:23][C:22]([C:25]2([NH2:28])[CH2:27][CH2:26]2)=[CH:21][CH:20]=1>>[Br:18][C:19]1[CH:20]=[CH:21][C:22]([C:25]2([NH:28][CH2:16][CH2:15][C:2]3([OH:1])[CH2:3][CH2:4][C:5]4([O:10][CH2:9][C:8]([CH3:12])([CH3:11])[CH2:7][O:6]4)[CH2:13][CH2:14]3)[CH2:26][CH2:27]2)=[CH:23][CH:24]=1. Procedure details: The title compound is prepared from (9-hydroxy-3,3-dimethyl-1,5-dioxa-spiro[5.5]undec-9-yl)-acetaldehyde and 1-(4-bromo-phenyl)-cyclopropylamine following a procedure analogous to that described in Step 3 of Intermediate 2. Yield: 42% of theory; LC (method 5): tR=1.12 min; Mass spectrum (ESI+): m/z=438/440 (Br) [M+H]+. The reactants are COC1=NC(=NC(=C1)OC)C(=O)C=1C(=NC=CC1)C(=O)O (3-[(4,6-dimethoxy-2-pyrimidinyl)carbonyl]-2-pyridinecarboxylic acid), S(=O)(Cl)Cl (thionyl chloride). Solvent: C(Cl)(Cl)(Cl)Cl (carbon tetrachloride). Run at temperature 70 celsius. The product is ClC1(OC(C2=NC=CC=C21)=O)C2=NC(=CC(=N2)OC)OC (5-chloro-5-(4,6-dimethoxy-2-pyrimidinyl)furo[3,4-b]pyridine-7(5H)-one). Reaction SMILES: [CH3:1][O:2][C:3]1[CH:8]=[C:7]([O:9][CH3:10])[N:6]=[C:5]([C:11]([C:13]2[C:14]([C:19]([OH:21])=[O:20])=[N:15][CH:16]=[CH:17][CH:18]=2)=O)[N:4]=1.S(Cl)([Cl:24])=O>C(Cl)(Cl)(Cl)Cl>[Cl:24][C:11]1([C:5]2[N:6]=[C:7]([O:9][CH3:10])[CH:8]=[C:3]([O:2][CH3:1])[N:4]=2)[C:13]2[C:14](=[N:15][CH:16]=[CH:17][CH:18]=2)[C:19](=[O:20])[O:21]1. Procedure: 45.53 g of 3-[(4,6-dimethoxy-2-pyrimidinyl)carbonyl]-2-pyridinecarboxylic acid are suspended in 700 ml of carbon tetrachloride and 186.4 g of thionyl chloride added with stirring. The suspension is heated to 70° C. for 4 hrs and the reaction mixture then cooled to RT and the excess thionyl chloride and carbon tetrachloride evaporated off to give the title compound as a tan solid m.p. 146°-148° C. Starting materials: O[Li].O (LiOH.H2O), COC(CC1=C(CCC2=NC(=NC=C2C(F)(F)F)NC=2C=CC(=NC2)C2CCN(CC2)C(=O)OC(C)(C)C)C=CC=C1)=O (tert-butyl 4-(5-((4-(2-(2-methoxy-2-oxoethyl)phenethyl)-5-(trifluoromethyl)pyrimidin-2-yl)amino)pyridin-2-yl)piperidine-1-carboxylate). Run in O (H2O), C1CCOC1 (THF). Conditions: temperature 40 celsius. Yields the product C(C)(C)(C)OC(=O)N1CCC(CC1)C1=CC=C(C=N1)NC1=NC=C(C(=N1)CCC1=C(C=CC=C1)CC(=O)O)C(F)(F)F (2-(2-(2-(2-((6-(1-(tert-Butoxycarbonyl)piperidin-4-yl)pyridin-3-yl)amino)-5-(trifluoromethyl)pyrimidin-4-yl)ethyl)phenyl)acetic acid), foam. Isolated yield 89.0%. Reaction SMILES: O[Li].O.C[O:5][C:6](=[O:46])[CH2:7][C:8]1[CH:45]=[CH:44][CH:43]=[CH:42][C:9]=1[CH2:10][CH2:11][C:12]1[C:17]([C:18]([F:21])([F:20])[F:19])=[CH:16][N:15]=[C:14]([NH:22][C:23]2[CH:24]=[CH:25][C:26]([CH:29]3[CH2:34][CH2:33][N:32]([C:35]([O:37][C:38]([CH3:41])([CH3:40])[CH3:39])=[O:36])[CH2:31][CH2:30]3)=[N:27][CH:28]=2)[N:13]=1>O.C1COCC1>[C:38]([O:37][C:35]([N:32]1[CH2:31][CH2:30][CH:29]([C:26]2[N:27]=[CH:28][C:23]([NH:22][C:14]3[N:13]=[C:12]([CH2:11][CH2:10][C:9]4[CH:42]=[CH:43][CH:44]=[CH:45][C:8]=4[CH2:7][C:6]([OH:46])=[O:5])[C:17]([C:18]([F:19])([F:20])[F:21])=[CH:16][N:15]=3)=[CH:24][CH:25]=2)[CH2:34][CH2:33]1)=[O:36])([CH3:41])([CH3:39])[CH3:40] |f:0.1|. Procedure: LiOH.H2O (297 mg, 7.1 mmol) was added to a stirred solution of tert-butyl 4-(5-((4-(2-(2-methoxy-2-oxoethyl)phenethyl)-5-(trifluoromethyl)pyrimidin-2-yl)amino)pyridin-2-yl)piperidine-1-carboxylate (A45) (85 mg, 0.14 mmol) in H2O (2 mL) and THF (20 mL) and the resulting mixture heated at 40° C. for 18 hours. The volatiles were removed in vacuo and the residue was partitioned between EtOAc (100 mL), and aqueous 2 M HCl (50 mL). The layers were separated and the organics washed with water (100 mL),... Starting materials: CCO, O=Cc1csc(NC2CCCCC2)n1, [Cl-], N, [NH4+], O=C(O)CN1C(=O)CSC1=S. The product is O=C(O)CN1C(=O)C(=Cc2csc(NC3CCCCC3)n2)SC1=S. Reaction SMILES: [CH3:29][CH2:30][OH:31].[CH:1]1([NH:7][c:8]2[s:9][cH:10][c:11]([CH:13]=[O:14])[n:12]2)[CH2:2][CH2:3][CH2:4][CH2:5][CH2:6]1.[Cl-:26].[NH3:28].[NH4+:27].[S:15]1[C:16](=[S:17])[N:18]([CH2:22][C:23](=[O:24])[OH:25])[C:19](=[O:20])[CH2:21]1>>[CH:1]1([NH:7][c:8]2[s:9][cH:10][c:11]([CH:13]=[C:21]3[S:15][C:16](=[S:17])[N:18]([CH2:22][C:23](=[O:24])[OH:25])[C:19]3=[O:20])[n:12]2)[CH2:2][CH2:3][CH2:4][CH2:5][CH2:6]1. The reactants are C1CCNC1, C1CCOC1, [Cl-], O=[N+]([O-])c1ccc(CCl)cc1, [NH4+]. Yields the product O=[N+]([O-])c1ccc(CN2CCCC2)cc1. As a reaction SMILES: [CH2:12]1[CH2:13][CH2:14][NH:15][CH2:16]1.[CH2:17]1[O:18][CH2:19][CH2:20][CH2:21]1.[Cl-:22].[N+:1](=[O:2])([O-:3])[c:4]1[cH:5][cH:6][c:7]([CH2:8][Cl:9])[cH:10][cH:11]1.[NH4+:23]>>[N+:1](=[O:2])([O-:3])[c:4]1[cH:5][cH:6][c:7]([CH2:8][N:15]2[CH2:14][CH2:13][CH2:12][CH2:16]2)[cH:10][cH:11]1. Starting materials: O=Cc1c[nH]c2ccc(C(=O)OCc3ccccc3)cc12, CC(=O)OC(C)=O, Cl, NO, [Na+], C1CCOC1, [OH-], c1ccncc1. Product: N#Cc1c[nH]c2ccc(C(=O)OCc3ccccc3)cc12. As a reaction SMILES: [CH2:1]([c:2]1[cH:3][cH:4][cH:5][cH:6][cH:7]1)[O:8][C:9](=[O:10])[c:11]1[cH:12][c:13]2[c:14]([CH:20]=[O:21])[cH:15][nH:16][c:17]2[cH:18][cH:19]1.[CH3:25][C:26]([O:27][C:28](=[O:29])[CH3:30])=[O:31].[ClH:22].[NH2:23][OH:24].[Na+:33].[O:34]1[CH2:35][CH2:36][CH2:37][CH2:38]1.[OH-:32].[cH:39]1[cH:40][cH:41][n:42][cH:43][cH:44]1>>[CH2:1]([c:2]1[cH:3][cH:4][cH:5][cH:6][cH:7]1)[O:8][C:9](=[O:10])[c:11]1[cH:12][c:13]2[c:14]([C:20]#[N:23])[cH:15][nH:16][c:17]2[cH:18][cH:19]1.